Dataset: the Open Reaction Database (ORD), a public repository of structured organic reaction records. Task: describe an organic reaction: reactants, conditions, products, and yield Starting materials: CC(=O)O[BH-](OC(C)=O)OC(C)=O, CCCCOCCOc1ccc(-c2ccc3c(c2)C=C(C(=O)Nc2ccc(C(O)c4cccc[n+]4[O-])cc2)CCN3)cc1, CCC=O, ClCCCl, [Na+], O. Yields the product CCCCOCCOc1ccc(-c2ccc3c(c2)C=C(C(=O)Nc2ccc(C(O)c4cccc[n+]4[O-])cc2)CCN3CCC)cc1. As a reaction SMILES: [C:48]([O:49][BH-:50]([O:51][C:52](=[O:53])[CH3:54])[O:55][C:56](=[O:57])[CH3:58])(=[O:59])[CH3:60].[CH2:1]([CH2:2][CH2:3][CH3:4])[O:5][CH2:6][CH2:7][O:8][c:9]1[cH:10][cH:11][c:12](-[c:15]2[cH:16][cH:17][c:18]3[c:19]([cH:43]2)[CH:20]=[C:21]([C:25](=[O:26])[NH:27][c:28]2[cH:29][cH:30][c:31]([CH:34]([c:35]4[n+:36]([O-:41])[cH:37][cH:38][cH:39][cH:40]4)[OH:42])[cH:32][cH:33]2)[CH2:22][CH2:23][NH:24]3)[cH:13][cH:14]1.[CH:44]([CH2:45][CH3:46])=[O:47].[Cl:63][CH2:64][CH2:65][Cl:66].[Na+:61].[OH2:62]>>[CH2:1]([CH2:2][CH2:3][CH3:4])[O:5][CH2:6][CH2:7][O:8][c:9]1[cH:10][cH:11][c:12](-[c:15]2[cH:16][cH:17][c:18]3[c:19]([cH:43]2)[CH:20]=[C:21]([C:25](=[O:26])[NH:27][c:28]2[cH:29][cH:30][c:31]([CH:34]([c:35]4[n+:36]([O-:41])[cH:37][cH:38][cH:39][cH:40]4)[OH:42])[cH:32][cH:33]2)[CH2:22][CH2:23][N:24]3[CH2:44][CH2:45][CH3:46])[cH:13][cH:14]1.